This data is from the Open Reaction Database (ORD), a public repository of structured organic reaction records. The task is: describe an organic reaction: reactants, conditions, products, and yield The reactants are OC1=C(C=NC2=CC=C(N=C12)C)C(=O)O (4-hydroxy-6-methyl-[1,5]naphthyridine-3-carboxylic acid). Solvent: C1(=CC=CC=C1)OC1=CC=CC=C1 (diphenylether), petroleum ether. Yields the product CC=1N=C2C(=CC=NC2=CC1)O (6-methyl-[1,5]naphthyridin-4-ol). Isolated yield 84.5%. RXN SMILES: [OH:1][C:2]1[C:11]2[C:6](=[CH:7][CH:8]=[C:9]([CH3:12])[N:10]=2)[N:5]=[CH:4][C:3]=1C(O)=O>C1(OC2C=CC=CC=2)C=CC=CC=1>[CH3:12][C:9]1[N:10]=[C:11]2[C:6](=[CH:7][CH:8]=1)[N:5]=[CH:4][CH:3]=[C:2]2[OH:1]. Reported procedure: The suspension of 4-hydroxy-6-methyl-[1,5]naphthyridine-3-carboxylic acid (2.58 g, 12.64 mmol) in diphenylether (100 mL) was heated under refluxing for 4 hrs. After cooling to room temperature, the reaction mixture was poured into a mixture of nHexane (400 mL) and petroleum ether (200 mL). The brown solid was collected by filtration to give 6-methyl-[1,5]naphthyridin-4-ol (1.71 g, 86%). HR-MS-EI (+) m/e calcd for C9H8N2O (M+) 160.0637. found 160.0638 The reactants are ClCCl, COCCOC(=O)c1c(F)cccc1S(=O)(=O)N=C=O, COc1nc(N)nc(OC)n1, CN(C)C=O. Yields the product COCCOC(=O)c1c(F)cccc1S(=O)(=O)NC(=O)Nc1nc(OC)nc(OC)n1. RXN SMILES: [CH2:32]([Cl:33])[Cl:34].[F:1][c:2]1[cH:3][cH:4][cH:5][c:6]([S:15](=[O:16])(=[O:17])[N:18]=[C:19]=[O:20])[c:7]1[C:8](=[O:9])[O:10][CH2:11][CH2:12][O:13][CH3:14].[NH2:21][c:22]1[n:23][c:24]([O:30][CH3:31])[n:25][c:26]([O:28][CH3:29])[n:27]1.[O:35]=[CH:36][N:37]([CH3:38])[CH3:39]>>[F:1][c:2]1[cH:3][cH:4][cH:5][c:6]([S:15](=[O:16])(=[O:17])[NH:18][C:19](=[O:20])[NH:21][c:22]2[n:23][c:24]([O:30][CH3:31])[n:25][c:26]([O:28][CH3:29])[n:27]2)[c:7]1[C:8](=[O:9])[O:10][CH2:11][CH2:12][O:13][CH3:14]. The reactants are Cl.CN(CCCN=C=NCC)C (N-[3-(dimethylamino)propyl]-N′-ethylcarbodiimide hydrochloride), O.N1(N=NC2=C1C=CC=C2)O (1H-1,2,3-benzotriazol-1-ol hydrate), C(C)(C)N(C(C)C)CC (N,N-diisopropylethylamine), C1(=CC=CC=C1)NN (phenyl hydrazine), Cl.N1=CC=C(C=C1)CC(=O)O (4-pyridylacetic acid hydrochloride), C([O-])(O)=O.[Na+] (sodium bicarbonate). Solvent: ClCCl (dichloromethane), CN(C=O)C (dimethylformamide). Run at time 16 hour. The product is C1(=CC=CC=C1)NNC(CC1=CC=NC=C1)=O (N′-Phenyl-2-pyridin-4-ylacetohydrazide). Isolated yield 19.6%. RXN SMILES: Cl.CN(C)CCCN=C=NCC.O.N1(O)[C:18]2[CH:19]=[CH:20][CH:21]=[CH:22][C:17]=2[N:16]=[N:15]1.C(N(CC)C(C)C)(C)C.C1(NN)C=CC=CC=1.Cl.[N:42]1[CH:47]=[CH:46][C:45]([CH2:48][C:49](O)=[O:50])=[CH:44][CH:43]=1.C(=O)(O)[O-].[Na+]>CN(C)C=O.ClCCl>[C:17]1([NH:16][NH:15][C:49](=[O:50])[CH2:48][C:45]2[CH:46]=[CH:47][N:42]=[CH:43][CH:44]=2)[CH:22]=[CH:21][CH:20]=[CH:19][CH:18]=1 |f:0.1,2.3,6.7,8.9|. Procedure details: N-[3-(dimethylamino)propyl]-N′-ethylcarbodiimide hydrochloride (2.06 g, 10.76 mmol, 2.02 mmol), 1H-1,2,3-benzotriazol-1-ol hydrate (1.45 g, 10.76 mmol), N,N-diisopropylethylamine (4.69 mL, 26.9 mmol), and phenyl hydrazine (970 mg, 8.97 mmol) were added to a solution of 4-pyridylacetic acid hydrochloride (1.23 g, 8.97 mmol) in dimethylformamide (10 mL). After 16 h, the reaction was worked up with dichloromethane and saturated sodium bicarbonate. The organic extracts were washed with brine, dried ... Starting materials: P(=O)(OC1=CC=CC=C1)(Cl)Cl (phenyl dichlorophosphate), Cl.C1(=CC=CC=C1)C(C1=CC=CC=C1)OC(=O)C1=C(CS[C@H]2N1C([C@H]2N)=O)OS(=O)(=O)C (7β-amino-3-methanesulfonyloxy-3-cephem-4-carboxylic acid diphenylmethyl ester hydrochloride), C(C)(C)(C)OC(=O)NC=1SC=C(N1)/C(/C(=O)O)=N/OC(C1=CC=CC=C1)(C1=CC=CC=C1)C1=CC=CC=C1 ((Z)-2-(2-t-butoxycarbonylaminothiazol-4-yl)-2-trityloxyiminoacetic acid), CN1CCOCC1 (N-methylmorpholine). Solvent: Cl (hydrochloric acid), O (water), ClCCl (dichloromethane). Reaction conditions: time 4 minute. Yields the product C1(=CC=CC=C1)C(C1=CC=CC=C1)OC(=O)C1=C(CS[C@H]2N1C([C@H]2NC(\C(=N/OC(C2=CC=CC=C2)(C2=CC=CC=C2)C2=CC=CC=C2)\C=2N=C(SC2)NC(=O)OC(C)(C)C)=O)=O)OS(=O)(=O)C (7β-[(Z)-2-(2-t-butoxycarbonylaminothiazol-4-yl)-2-trityloxyiminoacetamido]-3-methanesulfonyloxy-3-cephem-4-carboxylic acid diphenylmethyl ester). Isolated yield 91.9%. RXN SMILES: Cl.[C:2]1([CH:8]([O:15][C:16]([C:18]2[N:23]3[C:24](=[O:27])[C@@H:25]([NH2:26])[C@H:22]3[S:21][CH2:20][C:19]=2[O:28][S:29]([CH3:32])(=[O:31])=[O:30])=[O:17])[C:9]2[CH:14]=[CH:13][CH:12]=[CH:11][CH:10]=2)[CH:7]=[CH:6][CH:5]=[CH:4][CH:3]=1.[C:33]([O:37][C:38]([NH:40][C:41]1[S:42][CH:43]=[C:44](/[C:46](=[N:50]/[O:51][C:52]([C:65]2[CH:70]=[CH:69][CH:68]=[CH:67][CH:66]=2)([C:59]2[CH:64]=[CH:63][CH:62]=[CH:61][CH:60]=2)[C:53]2[CH:58]=[CH:57][CH:56]=[CH:55][CH:54]=2)/[C:47](O)=[O:48])[N:45]=1)=[O:39])([CH3:36])([CH3:35])[CH3:34].CN1CCOCC1.P(Cl)(Cl)(OC1C=CC=CC=1)=O>ClCCl.Cl.O>[C:2]1([CH:8]([O:15][C:16]([C:18]2[N:23]3[C:24](=[O:27])[C@@H:25]([NH:26][C:47](=[O:48])/[C:46](/[C:44]4[N:45]=[C:41]([NH:40][C:38]([O:37][C:33]([CH3:35])([CH3:34])[CH3:36])=[O:39])[S:42][CH:43]=4)=[N:50]\[O:51][C:52]([C:59]4[CH:64]=[CH:63][CH:62]=[CH:61][CH:60]=4)([C:53]4[CH:58]=[CH:57][CH:56]=[CH:55][CH:54]=4)[C:65]4[CH:70]=[CH:69][CH:68]=[CH:67][CH:66]=4)[C@H:22]3[S:21][CH2:20][C:19]=2[O:28][S:29]([CH3:32])(=[O:31])=[O:30])=[O:17])[C:9]2[CH:10]=[CH:11][CH:12]=[CH:13][CH:14]=2)[CH:3]=[CH:4][CH:5]=[CH:6][CH:7]=1 |f:0.1|. Procedure details: To a suspension of 7β-amino-3-methanesulfonyloxy-3-cephem-4-carboxylic acid diphenylmethyl ester hydrochloride (37.27 g: 75 mMol.) and (Z)-2-(2-t-butoxycarbonylaminothiazol-4-yl)-2-trityloxyiminoacetic acid (45.63 g; 86 mMol.) in dichloromethane (600 ml) is added at -30° C. N-methylmorpholine (27.2 ml: 0.25 Mol.) over 3 minutes. After 4 minutes, phenyl dichlorophosphate (12.3 ml: 82 mMol.) is added to the mixture. After stirring over 3 hours, the mixture is diluted with 10% hydrochloric acid (40... Reactants: C[O-].[Na+] (sodium methoxide), amine dihydrochloride, C(C)(=O)O[C@H]1[C@@H](O[C@@H]([C@H]1OC(C)=O)COC(C)=O)N1C2=NC(=NC(=C2N=C1)Cl)Cl (9-(2,3,5-tri-O-acetyl-β-D-ribofuranosyl)-2,6-dichloro-9H-purine), O.NN (hydrazine hydrate), OCCN1C(C=2C(C1=O)=CC=CC2)=O (N-(2-hydroxyethyl)phthalimide), SC=1SC2=C(N1)C=CC=C2 (2-mercaptobenzothiazole), 2',3',5'-tri-O-acetyl-N-[(R)-2(2-benzothiazolylthio)-1-ethyl]-2-chloroadenosine. Solvent: CO (methanol). Product: Cl.Cl.S1C(=NC2=C1C=CC=C2)SCCN (2-(2-Benzothiazolylthio)ethylamine dihydrochloride), N-[(R)-2-(2-benzothiazolylthio)-1-ethyl]-2-chloroadenosine. RXN SMILES: O[CH2:2][CH2:3][N:4]1C(=O)C2=CC=CC=C2C1=O.[SH:15][C:16]1[S:17][C:18]2[CH:24]=[CH:23][CH:22]=[CH:21][C:19]=2[N:20]=1.O.NN.C(O[C@@H]1[C@H](OC(=O)C)[C@@H](COC(=O)C)O[C@H]1N1C=NC2C1=NC(Cl)=NC=2[Cl:55])(=O)C.C[O-].[Na+]>CO>[ClH:55].[ClH:55].[S:17]1[C:18]2[CH:24]=[CH:23][CH:22]=[CH:21][C:19]=2[N:20]=[C:16]1[S:15][CH2:2][CH2:3][NH2:4] |f:2.3,5.6,8.9.10|. Reported procedure: 2-(2-Benzothiazolylthio)ethylamine dihydrochloride was prepared by standard synthetic steps with a by Mitsunobu reaction between N-(2-hydroxyethyl)phthalimide and 2-mercaptobenzothiazole, followed by reaction with hydrazine hydrate. This amine dihydrochloride (0.52 g, 2.11 mmol) was reacted with 9-(2,3,5-tri-O-acetyl-β-D-ribofuranosyl)-2,6-dichloro-9H-purine (0.79 g, 1.7 mmol), followed by deacylation of the purified 2',3',5'-tri-O-acetyl-N-[(R)-2(2-benzothiazolylthio)-1-ethyl]-2-chloroadenosine...